This data is from the Open Reaction Database (ORD), a public repository of structured organic reaction records. The task is: describe an organic reaction: reactants, conditions, products, and yield Reactants: N12C[C@@H](C(CC1)CC2)O ((R)-quinuclidin-3-ol), C(=NC1CCCCC1)=NC1CCCCC1 (N,N′-methanediylidenedicyclohexanamine), N1(N=NC2=C1C=CC=C2)O (1H-benzo[d][1,2,3]triazol-1-ol), C(C1=CC=CC=C1)OC(=O)N[C@@H](C(=O)O)C1=CC=CC=C1 ((R)-2-(benzyloxycarbonylamino)-2-phenylacetic acid). The solvent is C1CCOC1 (THF). Reaction conditions: time 15 hour. Yields the product C(C1=CC=CC=C1)OC(=O)N[C@@H](C(=O)O[C@H]1CN2CCC1CC2)C2=CC=CC=C2 ((R)—((R)-quinuclidin-3-yl) 2-(benzyloxycarbonylamino)-2-phenylacetate). Yield: 11.4%. Reaction SMILES: [N:1]12[CH2:8][CH2:7][CH:4]([CH2:5][CH2:6]1)[C@@H:3]([OH:9])[CH2:2]2.C(=NC1CCCCC1)=NC1CCCCC1.N1(O)C2C=CC=CC=2N=N1.[CH2:35]([O:42][C:43]([NH:45][C@H:46]([C:50]1[CH:55]=[CH:54][CH:53]=[CH:52][CH:51]=1)[C:47](O)=[O:48])=[O:44])[C:36]1[CH:41]=[CH:40][CH:39]=[CH:38][CH:37]=1>C1COCC1>[CH2:35]([O:42][C:43]([NH:45][C@H:46]([C:50]1[CH:55]=[CH:54][CH:53]=[CH:52][CH:51]=1)[C:47]([O:9][C@@H:3]1[CH:4]2[CH2:7][CH2:8][N:1]([CH2:6][CH2:5]2)[CH2:2]1)=[O:48])=[O:44])[C:36]1[CH:37]=[CH:38][CH:39]=[CH:40][CH:41]=1. Reported procedure: (R)-quinuclidin-3-ol (214 mg, 1.68 mmol), N,N′-methanediylidenedicyclohexanamine (347 mg, 1.68 mmol) and 1H-benzo[d][1,2,3]triazol-1-ol (227 mg, 1.68 mmol) were added to a solution of (R)-2-(benzyloxycarbonylamino)-2-phenylacetic acid (400 mg, 1.40 mmol) in THF (15 ml). The reaction was stirred at RT for 15 hours, and then the solvent was evaporated. DCM was added, and the insoluble solid was removed by filtration. The organic phase was washed twice with Na2CO3 and brine, dried over Na2SO4 and e...